Dataset: the Open Reaction Database (ORD), a public repository of structured organic reaction records. Task: describe an organic reaction: reactants, conditions, products, and yield The reactants are COC1=C(C=CC(=C1)C1CCNCC1)NC1=NC=C(C(=N1)CCC=1C=C(C(=O)N)C=CC1)C(F)(F)F (3-(2-(2-((2-Methoxy-4-(pipendin-4-yl)phenyl)amino)-5-(trifluoromethyl)pyrimidin-4-yl)ethyl)benzamide), C(C)=O (acetaldehyde), C(C)(=O)O[BH-](OC(C)=O)OC(C)=O.[Na+] (sodium triacetoxyborohydride). Solvent: CO (methanol). Conditions: time 5 hour. The product is C(C)N1CCC(CC1)C1=CC(=C(C=C1)NC1=NC=C(C(=N1)CCC=1C=C(C(=O)N)C=CC1)C(F)(F)F)OC (3-(2-(2-((4-(1-Ethylpiperidin-4-yl)-2-methoxyphenyl)amino)-5-(trifluoromethyl)pyrimidin-4-yl)ethyl)benzamide). Isolated yield 16.6%. Reaction SMILES: [CH3:1][O:2][C:3]1[CH:8]=[C:7]([CH:9]2[CH2:14][CH2:13][NH:12][CH2:11][CH2:10]2)[CH:6]=[CH:5][C:4]=1[NH:15][C:16]1[N:21]=[C:20]([CH2:22][CH2:23][C:24]2[CH:25]=[C:26]([CH:30]=[CH:31][CH:32]=2)[C:27]([NH2:29])=[O:28])[C:19]([C:33]([F:36])([F:35])[F:34])=[CH:18][N:17]=1.[CH:37](=O)[CH3:38].C(O[BH-](OC(=O)C)OC(=O)C)(=O)C.[Na+]>CO>[CH2:37]([N:12]1[CH2:13][CH2:14][CH:9]([C:7]2[CH:6]=[CH:5][C:4]([NH:15][C:16]3[N:21]=[C:20]([CH2:22][CH2:23][C:24]4[CH:25]=[C:26]([CH:30]=[CH:31][CH:32]=4)[C:27]([NH2:29])=[O:28])[C:19]([C:33]([F:34])([F:35])[F:36])=[CH:18][N:17]=3)=[C:3]([O:2][CH3:1])[CH:8]=2)[CH2:10][CH2:11]1)[CH3:38] |f:2.3|. Reported procedure: To a solution of 3-(2-(2-((2-methoxy-4-(piperidin-4-yl)phenyl)amino)-5-(trifluoromethyl)pyrimidin-4-yl)ethyl)benzamide (5) (0.021 g, 0.04 mmol) in methanol (2.00 mL) was added acetaldehyde (0.010 mL, 0.18 mmol) followed by sodium triacetoxyborohydride (0.044 g, 0.21 mmol) under a N2 atmosphere. The mixture was then stirred at room temperature for 5 hours. The resulting mixture was concentrated under reduced pressure and purified using silica gel column chromatography (0-30% MeOH/EtOAc+1% 2 M eth... The reactants are COC1=CC2=CC=CC=C2NC3=CC=CC=C31 (10-methoxyiminostilbene), ClC1=C(C(=O)O)C=CC(=C1)Cl (2,4-dichlorobenzoic acid), [O-]C#N.[Na+] (sodium cyanate). The solvent is C1(=CC=CC=C1)C (toluene). Product: C=1C=CC2=C(C1)CC(=O)C=3C=CC=CC3N2C(=O)N (oxcarbazepine). The yield is 35.4%. Reaction SMILES: C[O:2][C:3]1[C:17]2[C:12](=[CH:13][CH:14]=[CH:15][CH:16]=2)[NH:11][C:10]2[C:5](=[CH:6][CH:7]=[CH:8][CH:9]=2)[CH:4]=1.ClC1C=C(Cl)C=CC=1C(O)=O.[O-:29][C:30]#[N:31].[Na+]>C1(C)C=CC=CC=1>[CH:7]1[CH:8]=[CH:9][C:10]2[N:11]([C:30]([NH2:31])=[O:29])[C:12]3[CH:13]=[CH:14][CH:15]=[CH:16][C:17]=3[C:3](=[O:2])[CH2:4][C:5]=2[CH:6]=1 |f:2.3|. Procedure details: A mixture of 100 gms of 10-methoxyiminostilbene in 1000 mL of toluene containing 430 gms of 2,4-dichlorobenzoic acid and 370 gms of sodium cyanate were heated to reflux and refluxed for 6 hours. The reaction mixture was then cooled to room temperature and filtered. The clear toluene filtrate was then washed with 5% sodium carbonate solution followed by water. The toluene layer was then added to 1000 mL of 2N hydrochloric acid and the mixture was heated at 75-80° C. for a period of 2 hours under ... As a reaction SMILES: [CH3:5][O:6][c:7]1[cH:8][cH:9][c:10]([CH2:11][N:12]([C:13]([NH:14][CH2:15][CH2:16][Cl:17])=[O:18])[CH:19]([CH:20]2[CH:21]([OH:33])[CH:22]([OH:32])[CH:23]([OH:31])[CH:24]([O:25][CH2:26][CH2:27][CH2:28][CH3:29])[O:30]2)[OH:34])[cH:35][cH:36]1.[ClH:42].[K+:4].[N:1](=[O:2])[O-:3].[O:37]1[CH2:38][CH2:39][CH2:40][CH2:41]1>>[N:1](=[O:3])[N:14]([C:13]([N:12]([CH2:11][c:10]1[cH:9][cH:8][c:7]([O:6][CH3:5])[cH:36][cH:35]1)[CH:19]([CH:20]1[CH:21]([OH:33])[CH:22]([OH:32])[CH:23]([OH:31])[CH:24]([O:25][CH2:26][CH2:27][CH2:28][CH3:29])[O:30]1)[OH:34])=[O:18])[CH2:15][CH2:16][Cl:17]. Product: CCCCOC1OC(C(O)N(Cc2ccc(OC)cc2)C(=O)N(CCCl)N=O)C(O)C(O)C1O. Starting materials: CCCCOC1OC(C(O)N(Cc2ccc(OC)cc2)C(=O)NCCCl)C(O)C(O)C1O, Cl, [K+], O=N[O-], C1CCOC1. Run in C1=CC=CC=C1 (benzene), CO (methanol). Reaction SMILES: [CH3:1][Si](C=[N+]=[N-])(C)C.[C:8]1([CH:14]([CH3:18])[C:15]([OH:17])=[O:16])[CH:13]=[CH:12][CH:11]=[CH:10][CH:9]=1>C1C=CC=CC=1.CO>[C:8]1([CH:14]([CH3:18])[C:15]([O:17][CH3:1])=[O:16])[CH:13]=[CH:12][CH:11]=[CH:10][CH:9]=1. Procedure: Trimethylsilyl diazomethane (2.0M in hexanes, 40 mL, 80 mmol) was added dropwise to a solution of racemic 2-phenylpropionic acid (10.0 g, 66.6 mmol) in benzene (100 mL) and methanol (20 mL) cooled in an ice bath. After the addition was complete the reaction solution was stirred at room temperature for 2 hours. The solution was then concentrated to give the indicated product. m/z=165.1 (M+H). Yields the product C1(=CC=CC=C1)C(C(=O)OC)C (methyl 2-phenylpropanoate). Reaction conditions: time 2 hour. Starting materials: C[Si](C)(C)C=[N+]=[N-] (Trimethylsilyl diazomethane), C1(=CC=CC=C1)C(C(=O)O)C (racemic 2-phenylpropionic acid). Starting materials: CC(C)(C)OC(=O)N1CCC(CCOCc2ccc(Cl)cc2)CC1, CO. The product is Clc1ccc(COCCC2CCNCC2)cc1. RXN SMILES: [C:1]([O:2][C:3](=[O:4])[N:8]1[CH2:9][CH2:10][CH:11]([CH2:14][CH2:15][O:16][CH2:17][c:18]2[cH:19][cH:20][c:21]([Cl:24])[cH:22][cH:23]2)[CH2:12][CH2:13]1)([CH3:5])([CH3:6])[CH3:7].[CH3:25][OH:26]>>[NH:8]1[CH2:9][CH2:10][CH:11]([CH2:14][CH2:15][O:16][CH2:17][c:18]2[cH:19][cH:20][c:21]([Cl:24])[cH:22][cH:23]2)[CH2:12][CH2:13]1. Starting materials: CC(=O)O, [I-], [K+], O=N[O-], Nc1ccc(C(F)(F)F)cc1CO, [Na+], O=S(=O)(O)O. The product is OCc1cc(C(F)(F)F)ccc1I. Reaction SMILES: [CH3:25][C:26](=[O:27])[OH:28].[I-:19].[K+:18].[N:1]([O-:2])=[O:3].[NH2:5][c:6]1[c:7]([CH2:16][OH:17])[cH:8][c:9]([C:12]([F:13])([F:14])[F:15])[cH:10][cH:11]1.[Na+:4].[S:20](=[O:21])(=[O:22])([OH:23])[OH:24]>>[c:6]1([I:19])[c:7]([CH2:16][OH:17])[cH:8][c:9]([C:12]([F:13])([F:14])[F:15])[cH:10][cH:11]1. Reactants: OC1=CC2=CC=C(C=C2C=C1C(=O)OC)C(=O)O (2-hydroxy-6-hydroxycarbonyl-3-methoxycarbonylnaphthalene), S(=O)(Cl)Cl (thionyl chloride), CN(C=O)C (N,N-dimethylformamide). Run in O1CCCC1 (tetrahyrofuran). Reaction conditions: temperature 50 celsius. Yields the product OC1=CC2=CC=C(C=C2C=C1C(=O)O)C(=O)OCCCCCCCCCC (2-hydroxy-3-hydroxycarbonyl-6-decyloxycarbonylnaphthalene). As a reaction SMILES: [OH:1][C:2]1[C:11]([C:12]([O:14]C)=[O:13])=[CH:10][C:9]2[C:4](=[CH:5][CH:6]=[C:7]([C:16]([OH:18])=O)[CH:8]=2)[CH:3]=1.S(Cl)(Cl)=O.CN(C)[CH:25]=[O:26]>O1CCCC1>[OH:1][C:2]1[C:11]([C:12]([OH:14])=[O:13])=[CH:10][C:9]2[C:4](=[CH:5][CH:6]=[C:7]([C:16]([O:26][CH2:25][CH2:10][CH2:11][CH2:2][CH2:3][CH2:4][CH2:5][CH2:6][CH2:7][CH3:8])=[O:18])[CH:8]=2)[CH:3]=1. Procedure details: In 10.0 g of tetrahyrofuran, 1.00 g of 2-hydroxy-6-hydroxycarbonyl-3-methoxycarbonylnaphthalene is suspended. To this, 0.94 g of thionyl chloride and a small amount of N,N-dimethylformamide are added, and heated to 50° C. After allowing to proceed the reaction for about 3 hours, the solvent and other volatile are evaporated. To the residue, a solution of 1.27 g of n-decanol dissolved in 10.0 g of tetrahydrofuran is added, and reacted for about 20 hours under reflux. After evaporating the solvent... Reactants: CCOC(=O)CNC(=O)C1CCC(=O)N1, CCOCC, CC#N, NCCN. Product: NCCNC(=O)CNC(=O)C1CCC(=O)N1. RXN SMILES: [CH2:5]([O:6][C:8]([CH2:9][NH:10][C:11]([CH:12]1[NH:13][C:14](=[O:17])[CH2:15][CH2:16]1)=[O:18])=[O:19])[CH3:7].[CH3:20][CH2:21][O:22][CH2:23][CH3:24].[CH3:25][C:26]#[N:27].[NH2:1][CH2:2][CH2:3][NH2:4]>>[NH:1]([CH2:2][CH2:3][NH2:4])[C:8]([CH2:9][NH:10][C:11]([CH:12]1[NH:13][C:14](=[O:17])[CH2:15][CH2:16]1)=[O:18])=[O:19].